Dataset: the Open Reaction Database (ORD), a public repository of structured organic reaction records. Task: describe an organic reaction: reactants, conditions, products, and yield Reactants: C(C)(=O)N1N=C(N2C1=CC(=N2)C)C2=CC(=CC=C2)[N+](=O)[O-] (1-acetyl-6-methyl-3-(3-nitro-phenyl)pyrazolo[5,1-c][1,2,4]triazole), [OH-].[Na+] (sodium hydroxide), Cl (hydrochloric acid). Solvent: CO (methanol). The product is CC1=NN2C(N=NC2C2=CC(=CC=C2)[N+](=O)[O-])=C1 (6-methyl-3-(3-nitro-phenyl)pyrazolo[5,1-c][1,2,4 ]triazole). As a reaction SMILES: C([N:4]1[C:8]2=[CH:9][C:10]([CH3:12])=[N:11][N:7]2[C:6]([C:13]2[CH:18]=[CH:17][CH:16]=[C:15]([N+:19]([O-:21])=[O:20])[CH:14]=2)=[N:5]1)(=O)C.[OH-].[Na+].Cl>CO>[CH3:12][C:10]1[CH:9]=[C:8]2[N:4]=[N:5][CH:6]([C:13]3[CH:18]=[CH:17][CH:16]=[C:15]([N+:19]([O-:21])=[O:20])[CH:14]=3)[N:7]2[N:11]=1 |f:1.2|. Procedure: 500 mg (1.75 mmol) of 1-acetyl-6-methyl-3-(3-nitro-phenyl)pyrazolo[5,1-c][1,2,4]triazole are mixed with 7 ml of methanol and 3 ml of 2N sodium hydroxide solution and heated at boiling point until a clear solution is produced, then cooled down and acidified with 2N hydrochloric acid. The precipitate formed is filtered off under suction, washed neutral with water and then washed with a little methanol and a little ethyl acetate. After recrystallisation from DMSO, 400 mg (94%) of 6-methyl-3-(3-nitr... The reactants are FC(C=1C=C(C(=O)N2C(CN(CC2)C(=O)OCC2=CC=CC=C2)CC2=CC(=C(C=C2)C)OCOCCOC)C=C(C1)C(F)(F)F)(F)F (1-[3,5-bis(trifluoromethyl)benzoyl]-4-(benzyloxycarbonyl)-2-[3-[(2-methoxyethoxy)methoxy]-4-methylbenzyl]piperazine). Reagents/catalysts: [C].[Pd] (palladium-carbon). Run in CO (methanol). The product is FC(C=1C=C(C(=O)N2C(CNCC2)CC2=CC(=C(C=C2)C)OCOCCOC)C=C(C1)C(F)(F)F)(F)F (1-[3,5-bis(trifluoromethyl)benzoyl]-2-[3-[(2-methoxyethoxy)methoxy]-4-methylbenzyl]piperazine). The yield is 69.6%. As a reaction SMILES: [F:1][C:2]([F:47])([F:46])[C:3]1[CH:4]=[C:5]([CH:39]=[C:40]([C:42]([F:45])([F:44])[F:43])[CH:41]=1)[C:6]([N:8]1[CH2:13][CH2:12][N:11](C(OCC2C=CC=CC=2)=O)[CH2:10][CH:9]1[CH2:24][C:25]1[CH:30]=[CH:29][C:28]([CH3:31])=[C:27]([O:32][CH2:33][O:34][CH2:35][CH2:36][O:37][CH3:38])[CH:26]=1)=[O:7]>CO.[C].[Pd]>[F:47][C:2]([F:1])([F:46])[C:3]1[CH:4]=[C:5]([CH:39]=[C:40]([C:42]([F:43])([F:44])[F:45])[CH:41]=1)[C:6]([N:8]1[CH2:13][CH2:12][NH:11][CH2:10][CH:9]1[CH2:24][C:25]1[CH:30]=[CH:29][C:28]([CH3:31])=[C:27]([O:32][CH2:33][O:34][CH2:35][CH2:36][O:37][CH3:38])[CH:26]=1)=[O:7] |f:2.3|. Procedure: A solution of 1-[3,5-bis(trifluoromethyl)benzoyl]-4-(benzyloxycarbonyl)-2-[3-[(2-methoxyethoxy)methoxy]-4-methylbenzyl]piperazine (1.6 g) in methanol (20 ml) was hydrogenated over 10% palladium-carbon (50% wet, 0.2 g) at room temperature under atmospheric pressure for 4 hours. After removal of the catalyst by filtration, the filtrate was concentrated under reduced pressure. The residue was purified by column chromatography on silica gel using mixed solvents of dichloromethane and methanol (40:1)... Reactants: CN(C1=CC=C(C=C1)C1C=2C(C=3C(=CC(NC3C(C2NC=C1)=O)=O)C)=O)C (5-(4-Dimethylamino-phenyl) 4-methyl-5,8-dihydro-1H-1,8-diazaanthracene-2,9,10-trione). Solvent: C=1(C(=CC=CC1)C)C (xylene). Product: CN(C1=CC=C(C=C1)C1=C2C(C=3C(=CC(NC3C(C2=NC=C1)=O)=O)C)=O)C (5-(p-dimethylaminophenyl)-4-methyl-1H-1,8-diazaanthracene-2,9,10-trione). The yield is 79.5%. Reaction SMILES: [CH3:1][N:2]([CH3:27])[C:3]1[CH:8]=[CH:7][C:6]([CH:9]2[CH:22]=[CH:21][NH:20][C:19]3[C:18](=[O:23])[C:17]4[NH:16][C:15](=[O:24])[CH:14]=[C:13]([CH3:25])[C:12]=4[C:11](=[O:26])[C:10]2=3)=[CH:5][CH:4]=1>C1(C)C(C)=CC=CC=1>[CH3:27][N:2]([CH3:1])[C:3]1[CH:8]=[CH:7][C:6]([C:9]2[CH:22]=[CH:21][N:20]=[C:19]3[C:10]=2[C:11](=[O:26])[C:12]2[C:13]([CH3:25])=[CH:14][C:15](=[O:24])[NH:16][C:17]=2[C:18]3=[O:23])=[CH:5][CH:4]=1. Procedure details: A solution of 25 mg (0.07 mmol) of 3 in xylene (60 ml) was refluxed for 16 hours while air was bubbling through the solution. After evaporation of the solvent, the residue was purified by silica gel chromatography, using ethyl acetate as eluent to yield 20 mg (80%) of 6. The reactants are CCCc1cccc2c(C(=O)OCC)cnn12, OC1CN2CCC1CC2, [Na], c1ccccc1. The product is CCCc1cccc2c(C(=O)OC3CN4CCC3CC4)cnn12. RXN SMILES: [CH2:11]([CH2:12][CH3:13])[c:14]1[cH:15][cH:16][cH:17][c:18]2[n:19]1[n:20][cH:21][c:22]2[C:23](=[O:24])[O:25][CH2:26][CH3:27].[N:1]12[CH2:2][CH:3]([OH:9])[CH:4]([CH2:5][CH2:6]1)[CH2:7][CH2:8]2.[Na:10].[cH:28]1[cH:29][cH:30][cH:31][cH:32][cH:33]1>>[N:1]12[CH2:2][CH:3]([O:9][C:23]([c:22]3[c:18]4[cH:17][cH:16][cH:15][c:14]([CH2:11][CH2:12][CH3:13])[n:19]4[n:20][cH:21]3)=[O:24])[CH:4]([CH2:5][CH2:6]1)[CH2:7][CH2:8]2. The reactants are C(CCC)C=1N=NC(=CC1)Cl (3-butyl-6-chloropyridazine), N1CCC(CC1)CCOC1=CC=C(C(=O)OCC)C=C1 (ethyl 4-[2-(4-piperidinyl)ethoxy]benzoate), C([O-])([O-])=O.[Na+].[Na+] (sodium carbonate). The solvent is O (water), ClCCl (dichloromethane). Run at temperature 140 celsius, time 4 hour. Product: C(CCC)C1=CC=C(N=N1)N1CCC(CC1)CCOC1=CC=C(C(=O)OCC)C=C1 (ethyl 4-[2-[1-(6-butyl-3-pyridazinyl)-4-piperidinyl]ethoxy]benzoate). Yield: 20.8%. Reaction SMILES: [CH2:1]([C:5]1[N:6]=[N:7][C:8](Cl)=[CH:9][CH:10]=1)[CH2:2][CH2:3][CH3:4].[NH:12]1[CH2:17][CH2:16][CH:15]([CH2:18][CH2:19][O:20][C:21]2[CH:31]=[CH:30][C:24]([C:25]([O:27][CH2:28][CH3:29])=[O:26])=[CH:23][CH:22]=2)[CH2:14][CH2:13]1.C(=O)([O-])[O-].[Na+].[Na+]>O.ClCCl>[CH2:1]([C:5]1[N:6]=[N:7][C:8]([N:12]2[CH2:13][CH2:14][CH:15]([CH2:18][CH2:19][O:20][C:21]3[CH:22]=[CH:23][C:24]([C:25]([O:27][CH2:28][CH3:29])=[O:26])=[CH:30][CH:31]=3)[CH2:16][CH2:17]2)=[CH:9][CH:10]=1)[CH2:2][CH2:3][CH3:4] |f:2.3.4|. Procedure details: A mixture of 2.4 parts of 3-butyl-6-chloropyridazine, 4.2 parts of ethyl 4-[2-(4-piperidinyl)ethoxy]benzoate and 2.1 parts of sodium carbonate was stirred for 4 hours at 140° C. After cooling, the reaction mixture was taken up in water and dichloromethane. The separated organic layer was dried, filtered and evaporated. The residue was purified by column chromatography over silica gel using a mixture of trichloromethane and methanol (98:2 by volume) as eluent. The pure fractions were collected an... The reactants are C(C)(C)(C)C1=NN=C(N1)S(=O)(=O)N(C)C (3-tert.butyl-4H-1,2,4-triazol-5-yl-N,N-dimethylsulfonamide), CN=C=O (methyl isocyanate). Run in C(C)N(CC)CC (triethylamine). Yields the product CNC(=O)N1N=C(N=C1S(=O)(=O)N(C)C)C(C)(C)C (1-N-methylcarbamyl-3-tert.butyl-1,2,4-triazol-5-yl-N,N-dimethylsulfonamide). Reaction SMILES: [C:1]([C:5]1[NH:9][C:8]([S:10]([N:13]([CH3:15])[CH3:14])(=[O:12])=[O:11])=[N:7][N:6]=1)([CH3:4])([CH3:3])[CH3:2].[CH3:16][N:17]=[C:18]=[O:19]>C(N(CC)CC)C>[CH3:16][NH:17][C:18]([N:7]1[C:8]([S:10]([N:13]([CH3:15])[CH3:14])(=[O:12])=[O:11])=[N:9][C:5]([C:1]([CH3:4])([CH3:2])[CH3:3])=[N:6]1)=[O:19]. Procedure details: A solution of 8.0 g (0.034 mols) of 3-tert.butyl-4H-1,2,4-triazol-5-yl-N,N-dimethylsulfonamide and 3.4 g (0.06 mol) of methyl isocyanate in 20 ml of triethylamine is stirred overnight at room temperature. The solvent is evaporated under vacuum and the residue is slurried in water. The resultant solid is collected by filtration and recrystallized from ethanol to give 1-N-methylcarbamyl-3-tert.butyl-1,2,4-triazol-5-yl-N,N-dimethylsulfonamide, m.p. 193°-194.5°.